From a dataset of the Open Reaction Database (ORD), a public repository of structured organic reaction records. describe an organic reaction: reactants, conditions, products, and yield The reactants are BrC=1C(=C2CC[C@@H](N(C2=CC1)C(C)=O)C)O ((S)-1-(6-bromo-5-hydroxy-2-methyl-3,4-dihydroquinolin-1(2H)-yl)ethanone), C(C=C)N1C(=NC2=C1C=CC=C2)Br (1-allyl-2-bromo-1H-benzo[d]imidazole), C([O-])([O-])=O.[K+].[K+] (potassium carbonate). Run in CN(C(C)=O)C (N,N-dimethylacetamide). Run at temperature 200 celsius. Yields the product C(C=C)N1C(=NC2=C1C=CC=C2)OC2=C1CC[C@@H](NC1=CC=C2Br)C ((S)-5-(1-allyl-1H-benzo[d]imidazol-2-yloxy)-6-bromo-2-methyl-1,2,3,4-tetrahydroquinoline). Yield: 40.7%. Reaction SMILES: [Br:1][C:2]1[C:3]([OH:16])=[C:4]2[C:9](=[CH:10][CH:11]=1)[N:8](C(=O)C)[C@@H:7]([CH3:15])[CH2:6][CH2:5]2.[CH2:17]([N:20]1[C:24]2[CH:25]=[CH:26][CH:27]=[CH:28][C:23]=2[N:22]=[C:21]1Br)[CH:18]=[CH2:19].C(=O)([O-])[O-].[K+].[K+]>CN(C)C(=O)C>[CH2:17]([N:20]1[C:24]2[CH:25]=[CH:26][CH:27]=[CH:28][C:23]=2[N:22]=[C:21]1[O:16][C:3]1[C:2]([Br:1])=[CH:11][CH:10]=[C:9]2[C:4]=1[CH2:5][CH2:6][C@H:7]([CH3:15])[NH:8]2)[CH:18]=[CH2:19] |f:2.3.4|. Procedure details: A mixture of (S)-1-(6-bromo-5-hydroxy-2-methyl-3,4-dihydroquinolin-1(2H)-yl)ethanone (0.200 g, 0.71 mmol), 1-allyl-2-bromo-1H-benzo[d]imidazole (0.340 g, 1.44 mmol), and potassium carbonate (0.293 g, 2.12 mmol) in N,N-dimethylacetamide (10 mL) was heated in the microwave for 2 h at 200° C. The reaction mixture was cooled to room temperature, filtered, and concentrated under vacuum. The residue was purified via preparative thin layer chromatography (eluting with 20% ethyl acetate/petroleum ether)...